This data is from the Open Reaction Database (ORD), a public repository of structured organic reaction records. The task is: describe an organic reaction: reactants, conditions, products, and yield Starting materials: OCc1cnn(C2CCN(c3ncc(C(F)(F)F)cn3)CC2)n1, OCc1ccccc1. The product is FC(F)(F)c1cnc(N2CCC(n3ncc(COCc4ccccc4)n3)CC2)nc1. As a reaction SMILES: [F:1][C:2]([c:3]1[cH:4][n:5][c:6]([N:9]2[CH2:10][CH2:11][CH:12]([n:15]3[n:16][cH:17][c:18]([CH2:20][OH:21])[n:19]3)[CH2:13][CH2:14]2)[n:7][cH:8]1)([F:22])[F:23].[OH:24][CH2:25][c:26]1[cH:27][cH:28][cH:29][cH:30][cH:31]1>>[F:1][C:2]([c:3]1[cH:4][n:5][c:6]([N:9]2[CH2:10][CH2:11][CH:12]([n:15]3[n:16][cH:17][c:18]([CH2:20][O:21][CH2:25][c:26]4[cH:27][cH:28][cH:29][cH:30][cH:31]4)[n:19]3)[CH2:13][CH2:14]2)[n:7][cH:8]1)([F:22])[F:23]. Reactants: CCC(C)NC(=O)c1cccc(CN2CCN(C(=O)OC(C)(C)C)CC2)c1, ClCCl, O=C(O)C(F)(F)F. Reaction SMILES: [CH:1]([CH3:2])([CH2:3][CH3:4])[NH:5][C:6](=[O:7])[c:8]1[cH:9][c:10]([CH2:11][N:12]2[CH2:13][CH2:14][N:15]([C:18]([O:19][C:20]([CH3:21])([CH3:22])[CH3:23])=[O:24])[CH2:16][CH2:17]2)[cH:25][cH:26][cH:27]1.[Cl:35][CH2:36][Cl:37].[OH:28][C:29]([C:30]([F:31])([F:32])[F:33])=[O:34]>>[CH:1]([CH3:2])([CH2:3][CH3:4])[NH:5][C:6](=[O:7])[c:8]1[cH:9][c:10]([CH2:11][N:12]2[CH2:13][CH2:14][NH:15][CH2:16][CH2:17]2)[cH:25][cH:26][cH:27]1. Product: CCC(C)NC(=O)c1cccc(CN2CCNCC2)c1. Reactants: [Ca+2], O=S(=O)([O-])C(F)(F)F, O=S(=O)([O-])C(F)(F)F, C1COC2(CCC(C3CO3)CC2)O1, C1CCOC1, O=S(=O)(c1ccccc1)n1c2c(c3ccccc31)CCNC2. The product is O=S(=O)(c1ccccc1)n1c2c(c3ccccc31)CCN(CC(O)C1CCC3(CC1)OCCO3)C2. As a reaction SMILES: [Ca+2:9].[F:10][C:11]([F:12])([F:13])[S:14]([O-:15])(=[O:16])=[O:17].[F:1][C:2]([F:3])([F:4])[S:5]([O-:6])(=[O:7])=[O:8].[O:40]1[CH:41]([CH:43]2[CH2:44][CH2:45][C:46]3([O:47][CH2:48][CH2:49][O:50]3)[CH2:51][CH2:52]2)[CH2:42]1.[O:53]1[CH2:54][CH2:55][CH2:56][CH2:57]1.[c:18]1([S:24](=[O:25])(=[O:26])[n:27]2[c:28]3[cH:29][cH:30][cH:31][cH:32][c:33]3[c:34]3[c:39]2[CH2:38][NH:37][CH2:36][CH2:35]3)[cH:19][cH:20][cH:21][cH:22][cH:23]1>>[c:18]1([S:24](=[O:25])(=[O:26])[n:27]2[c:28]3[cH:29][cH:30][cH:31][cH:32][c:33]3[c:34]3[c:39]2[CH2:38][N:37]([CH2:42][CH:41]([OH:40])[CH:43]2[CH2:44][CH2:45][C:46]4([O:47][CH2:48][CH2:49][O:50]4)[CH2:51][CH2:52]2)[CH2:36][CH2:35]3)[cH:19][cH:20][cH:21][cH:22][cH:23]1.